Task: describe an organic reaction: reactants, conditions, products, and yield. Dataset: the Open Reaction Database (ORD), a public repository of structured organic reaction records Starting materials: Cl (hydrochloric acid), ClC1=C(C=CC=C1)C=1N(C(=C(N1)C(=O)OCC)CC)C1=CC=C(C=C1)Cl (ethyl 2-(2-chlorophenyl)-1-(4-chlorophenyl)-5-ethyl-1H-imidazole-4-carboxylate), [Li+].[OH-] (LiOH). The solvent is O1CCCC1 (tetrahydrofuran), O (water). Conditions: temperature 70 celsius, time 8 hour. Product: ClC1=C(C=CC=C1)C=1N(C(=C(N1)C(=O)O)CC)C1=CC=C(C=C1)Cl (2-(2-chlorophenyl)-1-(4-chlorophenyl)-5-ethyl-1H-imidazole-4-carboxylic acid). The yield is 84.0%. RXN SMILES: [Cl:1][C:2]1[CH:7]=[CH:6][CH:5]=[CH:4][C:3]=1[C:8]1[N:9]([C:20]2[CH:25]=[CH:24][C:23]([Cl:26])=[CH:22][CH:21]=2)[C:10]([CH2:18][CH3:19])=[C:11]([C:13]([O:15]CC)=[O:14])[N:12]=1.[Li+].[OH-].Cl>O1CCCC1.O>[Cl:1][C:2]1[CH:7]=[CH:6][CH:5]=[CH:4][C:3]=1[C:8]1[N:9]([C:20]2[CH:21]=[CH:22][C:23]([Cl:26])=[CH:24][CH:25]=2)[C:10]([CH2:18][CH3:19])=[C:11]([C:13]([OH:15])=[O:14])[N:12]=1 |f:1.2|. Procedure: Part A: Ethyl 2-(2-chlorophenyl)-1-(4-chlorophenyl)-5-ethyl-1H-imidazole-4-carboxylate was obtained according to WO03040107. To a magnetically stirred solution of ethyl 2-(2-chlorophenyl)-1-(4-chlorophenyl)-5-ethyl-1H-imidazole-4-carboxylate (5.80 g, 0.0149 mol) in tetrahydrofuran (40 ml) was added a solution of LiOH (0.715 g) in water (40 ml). The resulting mixture was heated at 70° C. for 16 hours. The resulting mixture was allowed to attain room temperature and subsequently treated with conce... Yields the product C(C=C)SC1=CC=C(C=C1)O (4-(Allylthio)phenol). Reactants: Cl (HCl), OC1=CC=C(C=C1)S (4-hydroxythiophenol), C(=O)([O-])[O-].[K+].[K+] (K2CO3), C(C=C)Br (allyl bromide), ice water. As a reaction SMILES: [OH:1][C:2]1[CH:7]=[CH:6][C:5]([SH:8])=[CH:4][CH:3]=1.C([O-])([O-])=O.[K+].[K+].[CH2:15](Br)[CH:16]=[CH2:17].Cl>CN(C=O)C>[CH2:17]([S:8][C:5]1[CH:6]=[CH:7][C:2]([OH:1])=[CH:3][CH:4]=1)[CH:16]=[CH2:15] |f:1.2.3|. Reported procedure: To a stirred solution of 4-hydroxythiophenol (1.6) (4.30 g, 34.1 mmol) in DMF (25 mL) were added K2CO3 (4.71 g, 34.1 mmol) and allyl bromide (3.09 mL, 34.1 mmol) at ice-water temperature, and the mixture was stirred for 15 minutes, prior to stirring overnight at room temperature. After the addition of 1 M aqueous HCl, the mixture was extracted with ether (3×). The combined organic layer was washed with water and brine, dried over MgSO4, and concentrated under reduced pressure. The resultant resi... Reaction conditions: time 15 minute. The yield is 101.3%. Solvent: CN(C)C=O (DMF). Reactants: C(C)C1=C(N=C(N1)C(=O)N[C@@H]1[C@@H](CN(CC1)C=1SC(=C(N1)C)C(=O)OCC)OC)I (ethyl cis(±)-2-(4-{[(5-ethyl-4-iodo-1H-imidazol-2-yl)carbonyl]amino}-3-methoxypiperidin-1-yl)-4-methyl-1,3-thiazole-5-carboxylate), [OH-].[Li+] (lithium hydroxide). The product is C(C)C1=C(N=C(N1)C(=O)N[C@@H]1[C@@H](CN(CC1)C=1SC(=C(N1)C)C(=O)O)OC)I (cis(±)-2-(4-{[(5-Ethyl-4-iodo-1H-imidazol-2-yl)carbonyl]amino}-3-methoxypiperidin-1-yl)-4-methyl-1,3-thiazole-5-carboxylic acid). Isolated yield 32.7%. Reaction SMILES: [CH2:1]([C:3]1[NH:7][C:6]([C:8]([NH:10][C@H:11]2[CH2:16][CH2:15][N:14]([C:17]3[S:18][C:19]([C:23]([O:25]CC)=[O:24])=[C:20]([CH3:22])[N:21]=3)[CH2:13][C@H:12]2[O:28][CH3:29])=[O:9])=[N:5][C:4]=1[I:30])[CH3:2].[OH-].[Li+]>>[CH2:1]([C:3]1[NH:7][C:6]([C:8]([NH:10][C@H:11]2[CH2:16][CH2:15][N:14]([C:17]3[S:18][C:19]([C:23]([OH:25])=[O:24])=[C:20]([CH3:22])[N:21]=3)[CH2:13][C@H:12]2[O:28][CH3:29])=[O:9])=[N:5][C:4]=1[I:30])[CH3:2] |f:1.2|. Procedure: The same operation as in Example (1i) was performed using ethyl cis(±)-2-(4-{[(5-ethyl-4-iodo-1H-imidazol-2-yl)carbonyl]amino}-3-methoxypiperidin-1-yl)-4-methyl-1,3-thiazole-5-carboxylate obtained in Example (58d) (130 mg, 0.24 mmol) and 2 N lithium hydroxide (3 mL), to obtain 40.7 mg of the title compound as a pale red solid (32%). Reactants: [Li]CCCC, CCOC(=O)Cl, C1CCOC1, CC(C)(C)OC(=O)N1CCc2ccsc2C1. Yields the product CCOC(=O)c1cc2c(s1)CN(C(=O)OC(C)(C)C)CC2. As a reaction SMILES: [CH2:17]([Li:18])[CH2:19][CH2:20][CH3:21].[CH2:22]([CH3:23])[O:24][C:25](=[O:26])[Cl:27].[CH2:28]1[O:29][CH2:30][CH2:31][CH2:32]1.[s:1]1[cH:2][cH:3][c:4]2[c:5]1[CH2:6][N:7]([C:10](=[O:11])[O:12][C:13]([CH3:14])([CH3:15])[CH3:16])[CH2:8][CH2:9]2>>[s:1]1[c:2]([C:25]([O:24][CH2:22][CH3:23])=[O:26])[cH:3][c:4]2[c:5]1[CH2:6][N:7]([C:10](=[O:11])[O:12][C:13]([CH3:14])([CH3:15])[CH3:16])[CH2:8][CH2:9]2. The reactants are Fc1nc(F)c(Cl)c(Br)c1F, CC#N, N. Yields the product Nc1nc(F)c(Cl)c(Br)c1F. RXN SMILES: [Br:1][c:2]1[c:3]([Cl:11])[c:4]([F:10])[n:5][c:6]([F:9])[c:7]1[F:8].[CH3:13][C:14]#[N:15].[NH3:12]>>[Br:1][c:2]1[c:3]([Cl:11])[c:4]([F:10])[n:5][c:6]([NH2:12])[c:7]1[F:8]. The reactants are O=C([O-])[O-], COC(=O)c1sc(I)cc1N(C(=O)C1CCC(C)CC1)C1CCN(C)CC1, Cc1ccccc1, CO, Cc1ccccc1, OB(O)c1ccc(Cl)cc1, [Na+], [Na+], c1ccc(P(c2ccccc2)(c2ccccc2)[Pd](P(c2ccccc2)(c2ccccc2)c2ccccc2)(P(c2ccccc2)(c2ccccc2)c2ccccc2)P(c2ccccc2)(c2ccccc2)c2ccccc2)cc1. Product: COC(=O)c1sc(-c2ccc(Cl)cc2)cc1N(C(=O)C1CCC(C)CC1)C1CCN(C)CC1. Reaction SMILES: [C:47](=[O:48])([O-:49])[O-:50].[CH3:11][O:12][C:13](=[O:14])[c:15]1[s:16][c:17]([I:37])[cH:18][c:19]1[N:20]([CH:21]1[CH2:22][CH2:23][N:24]([CH3:27])[CH2:25][CH2:26]1)[C:28](=[O:29])[CH:30]1[CH2:31][CH2:32][CH:33]([CH3:36])[CH2:34][CH2:35]1.[CH3:38][c:39]1[cH:40][cH:41][cH:42][cH:43][cH:44]1.[CH3:45][OH:46].[CH3:53][c:54]1[cH:55][cH:56][cH:57][cH:58][cH:59]1.[Cl:1][c:2]1[cH:3][cH:4][c:5]([B:8]([OH:9])[OH:10])[cH:6][cH:7]1.[Na+:51].[Na+:52].[cH:60]1[cH:61][cH:62][c:63]([P:64]([Pd:65]([P:66]([c:67]2[cH:68][cH:69][cH:70][cH:71][cH:72]2)([c:73]2[cH:74][cH:75][cH:76][cH:77][cH:78]2)[c:79]2[cH:80][cH:81][cH:82][cH:83][cH:84]2)([P:85]([c:86]2[cH:87][cH:88][cH:89][cH:90][cH:91]2)([c:92]2[cH:93][cH:94][cH:95][cH:96][cH:97]2)[c:98]2[cH:99][cH:100][cH:101][cH:102][cH:103]2)[P:104]([c:105]2[cH:106][cH:107][cH:108][cH:109][cH:110]2)([c:111]2[cH:112][cH:113][cH:114][cH:115][cH:116]2)[c:117]2[cH:118][cH:119][cH:120][cH:121][cH:122]2)([c:123]2[cH:124][cH:125][cH:126][cH:127][cH:128]2)[c:129]2[cH:130][cH:131][cH:132][cH:133][cH:134]2)[cH:135][cH:136]1>>[Cl:1][c:2]1[cH:3][cH:4][c:5](-[c:17]2[s:16][c:15]([C:13]([O:12][CH3:11])=[O:14])[c:19]([N:20]([CH:21]3[CH2:22][CH2:23][N:24]([CH3:27])[CH2:25][CH2:26]3)[C:28](=[O:29])[CH:30]3[CH2:31][CH2:32][CH:33]([CH3:36])[CH2:34][CH2:35]3)[cH:18]2)[cH:6][cH:7]1. Product: O=C(O)CCc1cc(Cl)c(Oc2ncccc2C(=O)N2CCN(C3CC3)c3ccccc32)cc1Cl. The reactants are CCO, O=C(O)C=Cc1cc(Cl)c(Oc2ncccc2C(=O)N2CCN(C3CC3)c3ccccc32)cc1Cl, [H][H]. Reaction SMILES: [CH3:38][CH2:39][OH:40].[Cl:1][c:2]1[c:3]([CH:31]=[CH:32][C:33](=[O:34])[OH:35])[cH:4][c:5]([Cl:30])[c:6]([O:8][c:9]2[n:10][cH:11][cH:12][cH:13][c:14]2[C:15](=[O:16])[N:17]2[CH2:18][CH2:19][N:20]([CH:27]3[CH2:28][CH2:29]3)[c:21]3[cH:22][cH:23][cH:24][cH:25][c:26]32)[cH:7]1.[H:36][H:37]>>[Cl:1][c:2]1[c:3]([CH2:31][CH2:32][C:33](=[O:34])[OH:35])[cH:4][c:5]([Cl:30])[c:6]([O:8][c:9]2[n:10][cH:11][cH:12][cH:13][c:14]2[C:15](=[O:16])[N:17]2[CH2:18][CH2:19][N:20]([CH:27]3[CH2:28][CH2:29]3)[c:21]3[cH:22][cH:23][cH:24][cH:25][c:26]32)[cH:7]1. Reactants: c2ccc(N1CCNCC1)nc2 (effective_coupling_partner), CC(C)(C)C(=O)Oc1ccccc1 (substrate). The reagents and catalysts are IPr. Run at temperature 80 celsius, time 3 hour. The product is c3ccc(N2CCN(c1ccccn1)CC2)cc3. Starting materials: O=C(O)CCCBr, CC(=O)NC(CS)C(=O)O, O=C(n1ccnc1)n1ccnc1, CN(C)C=O, ClC(Cl)Cl. The product is CC(=O)NC(CSC(=O)CCCBr)C(=O)O. As a reaction SMILES: [Br:1][CH2:2][CH2:3][CH2:4][C:5](=[O:6])[OH:7].[C:20]([CH3:21])(=[O:22])[NH:23][CH:24]([CH2:25][SH:26])[C:27](=[O:28])[OH:29].[C:8]([n:9]1[cH:10][cH:11][n:12][cH:13]1)([n:14]1[cH:15][cH:16][n:17][cH:18]1)=[O:19].[CH3:34][N:35]([CH3:36])[CH:37]=[O:38].[CH:30]([Cl:31])([Cl:32])[Cl:33]>>[Br:1][CH2:2][CH2:3][CH2:4][C:5](=[O:7])[S:26][CH2:25][CH:24]([NH:23][C:20]([CH3:21])=[O:22])[C:27](=[O:28])[OH:29]. Reactants: O=C([O-])[O-], C#CCBr, COc1cc(O)ccc1C1=NC2=CCNC(=O)C2=N1, [K+], [K+], O=S1(=O)CCCC1. Product: C#CCOc1ccc(C2=NC3=CCNC(=O)C3=N2)c(OC)c1. As a reaction SMILES: [C:20](=[O:21])([O-:22])[O-:23].[CH2:26]([C:27]#[CH:28])[Br:29].[CH3:1][O:2][c:3]1[c:4]([C:10]2=[N:11][C:12]3=[CH:17][CH2:16][NH:15][C:14](=[O:18])[C:13]3=[N:19]2)[cH:5][cH:6][c:7]([OH:9])[cH:8]1.[K+:24].[K+:25].[S:30]1(=[O:35])(=[O:36])[CH2:31][CH2:32][CH2:33][CH2:34]1>>[CH3:1][O:2][c:3]1[c:4]([C:10]2=[N:11][C:12]3=[CH:17][CH2:16][NH:15][C:14](=[O:18])[C:13]3=[N:19]2)[cH:5][cH:6][c:7]([O:9][CH2:28][C:27]#[CH:26])[cH:8]1.